Dataset: the Open Reaction Database (ORD), a public repository of structured organic reaction records. Task: describe an organic reaction: reactants, conditions, products, and yield The reactants are C(C1=CC=CC=C1)OC(=O)N[C@@H](CC(N)=O)C(=O)N[C@H]([C@@H](C(=O)O)O)CC1=CC=CC=C1 ((2S,3S)-3-(N2 -benzyloxycarbonyl-L-asparaginyl)amino-2-hydroxy-4-phenylbutyric acid), C(C)(C)(C)OC(=O)N(C([C@H]1NC[C@H](C1)F)=O)C(C)(C)C ((4S)-N-t-butoxycarbonyl-4-fluoro-N-t-butyl-L-prolinamide). Yields the product C(C1=CC=CC=C1)OC(=O)N[C@@H](CC(N)=O)C(=O)N[C@H]([C@@H](C(=O)N1[C@H](C(=O)NC(C)(C)C)C[C@@H](C1)F)O)CC1=CC=CC=C1 ((4S)-1-[(2S,3S)-3-(N2 -Benzyloxycarbonyl-L-asparaginyl)amino-2-hydroxy-4-phenylbutyryl]-4-fluoro-N-t-butyl-L-prolinamide). Isolated yield 39.1%. RXN SMILES: [CH2:1]([O:8][C:9]([NH:11][C@H:12]([C:17]([NH:19][C@@H:20]([CH2:26][C:27]1[CH:32]=[CH:31][CH:30]=[CH:29][CH:28]=1)[C@H:21]([OH:25])[C:22](O)=[O:23])=[O:18])[CH2:13][C:14](=[O:16])[NH2:15])=[O:10])[C:2]1[CH:7]=[CH:6][CH:5]=[CH:4][CH:3]=1.C(OC([N:40]([C:49]([CH3:52])([CH3:51])[CH3:50])[C:41](=[O:48])[C@@H:42]1[CH2:46][C@H:45]([F:47])[CH2:44][NH:43]1)=O)(C)(C)C>>[CH2:1]([O:8][C:9]([NH:11][C@H:12]([C:17]([NH:19][C@@H:20]([CH2:26][C:27]1[CH:28]=[CH:29][CH:30]=[CH:31][CH:32]=1)[C@H:21]([OH:25])[C:22]([N:43]1[CH2:44][C@@H:45]([F:47])[CH2:46][C@H:42]1[C:41]([NH:40][C:49]([CH3:52])([CH3:51])[CH3:50])=[O:48])=[O:23])=[O:18])[CH2:13][C:14](=[O:16])[NH2:15])=[O:10])[C:2]1[CH:7]=[CH:6][CH:5]=[CH:4][CH:3]=1. Procedure details: Following a procedure similar to that described in Example 1, but using 222 mg (0,5 mmol) of (2S,3S)-3-(N2 -benzyloxycarbonyl-L-asparaginyl)amino-2-hydroxy-4-phenylbutyric acid and 144 mg (0.5 mmol) of (4S)-N-t-butoxycarbonyl-4-fluoro-N-t-butyl-L-prolinamide, 120 mg of the title compound were obtained as a colorless powder, melting at 95°-100° C.